This data is from the Open Reaction Database (ORD), a public repository of structured organic reaction records. The task is: describe an organic reaction: reactants, conditions, products, and yield The reactants are CCOC(=O)CC(C(C)=O)C(=O)c1ccc(Cl)cc1, CCOC(C)=O, CC(=O)c1ccc(Cl)cc1, [H-], [Na+]. The product is CC(=O)CC(=O)c1ccc(Cl)cc1. RXN SMILES: [CH2:1]([O:2][C:3](=[O:4])[CH2:5][CH:6]([C:7](=[O:8])[CH3:9])[C:10]([c:11]1[cH:12][cH:13][c:14]([Cl:17])[cH:15][cH:16]1)=[O:18])[CH3:19].[CH2:32]([O:33][C:34](=[O:35])[CH3:36])[CH3:37].[Cl:20][c:21]1[cH:22][cH:23][c:24]([C:25](=[O:26])[CH3:27])[cH:28][cH:29]1.[H-:30].[Na+:31]>>[CH2:6]([C:7](=[O:8])[CH3:9])[C:10]([c:11]1[cH:12][cH:13][c:14]([Cl:17])[cH:15][cH:16]1)=[O:18]. Reactants: Cc1ccc(C(=O)O)cc1F, O=C1CC(I)C(=O)N1, [Na+], [Na+], O=S(=O)(O)C(F)(F)F, O=S([O-])([O-])=S. Yields the product Cc1c(F)cc(C(=O)O)cc1I. As a reaction SMILES: [F:1][c:2]1[cH:3][c:4]([C:5](=[O:6])[OH:7])[cH:8][cH:9][c:10]1[CH3:11].[I:12][CH:13]1[CH2:14][C:15](=[O:16])[NH:17][C:18]1=[O:19].[Na+:25].[Na+:26].[OH:27][S:28]([C:29]([F:30])([F:31])[F:32])(=[O:33])=[O:34].[S:20]([O-:21])([O-:22])(=[O:23])=[S:24]>>[F:1][c:2]1[cH:3][c:4]([C:5](=[O:6])[OH:7])[cH:8][c:9]([I:12])[c:10]1[CH3:11]. Starting materials: C(C)S (ethanethiol), [H-].[Na+] (sodium hydride), S(=O)(=O)(C1=CC=C(C)C=C1)C[C@H]1[C@H]2CC[C@@H](C[C@@H]1C1=CC(=C(C=C1)Cl)Cl)N2C ((1R,2R,3S)-2-tosylmethyl-3-(3,4-dichlorophenyl)tropane), [H][H] (hydrogen). Solvent: CN(C=O)C (dimethylformamide), CCOCC (ether), O (water), CN(C=O)C (dimethylformamide). Reaction conditions: temperature 0 celsius, time 25 minute. Yields the product C(C)SC[C@H]1[C@H]2CC[C@@H](C[C@@H]1C1=CC(=C(C=C1)Cl)Cl)N2C ((1R,2R,3S)-2-ethylthiomethyl-3-(3,4-dichlorophenyl)tropane). Yield: 39.6%. As a reaction SMILES: C(S)C.[H-].[Na+].[H][H].[S:8]([CH2:18][C@@H:19]1[C@@H:25]([C:26]2[CH:31]=[CH:30][C:29]([Cl:32])=[C:28]([Cl:33])[CH:27]=2)[CH2:24][C@H:23]2[N:34]([CH3:35])[C@@H:20]1[CH2:21][CH2:22]2)([C:11]1C=CC(C)=C[CH:12]=1)(=O)=O>CN(C)C=O.CCOCC.O>[CH2:11]([S:8][CH2:18][C@@H:19]1[C@@H:25]([C:26]2[CH:31]=[CH:30][C:29]([Cl:32])=[C:28]([Cl:33])[CH:27]=2)[CH2:24][C@H:23]2[N:34]([CH3:35])[C@@H:20]1[CH2:21][CH2:22]2)[CH3:12] |f:1.2|. Procedure: To a cold (0° C.) solution of ethanethiol (0.5 ml) in dimethylformamide (30 mL) was added sodium hydride (60%, 0.27 g). When the evolution of hydrogen had ceased (1R,2R,3S)-2-tosylmethyl-3-(3,4-dichlorophenyl)tropane (2.0 g, 4.4 mmol) in dimethylformamide (20 ml) was added. The mixture was stirred at 0° C. for 25 min. The reaction mixture was heated at 100° C. for 5 days. The reaction was cooled to ambient temperature and poured into a mixture of water (500 ml) and ether (100 ml). The phases wer...